Dataset: the Open Reaction Database (ORD), a public repository of structured organic reaction records. Task: describe an organic reaction: reactants, conditions, products, and yield Reactants: NC1=C(C=CC=C1)CO ((2-aminophenyl)methanol), Cl (HCl), N(=O)[O-].[Na+] (sodium nitrite), CC=1C=C(C=C(C1)C)O (3,5-dimethylphenol), C(=O)([O-])[O-].[Na+].[Na+] (Na2CO3), diazonium. Solvent: O (water), O (water), CC#N (CH3CN), O (H2O). Conditions: temperature -5 celsius, time 25 minute. The product is OCC1=C(C=CC=C1)/N=N/C1=C(C=C(C=C1C)O)C ((E)-4-((2-(hydroxymethyl)phenyl)diazenyl)-3,5-dimethylphenol). RXN SMILES: [NH2:1][C:2]1[CH:7]=[CH:6][CH:5]=[CH:4][C:3]=1[CH2:8][OH:9].Cl.[N:11]([O-])=O.[Na+].[CH3:15][C:16]1[CH:17]=[C:18]([OH:23])[CH:19]=[C:20]([CH3:22])[CH:21]=1.C([O-])([O-])=O.[Na+].[Na+]>O.CC#N>[OH:9][CH2:8][C:3]1[CH:4]=[CH:5][CH:6]=[CH:7][C:2]=1/[N:1]=[N:11]/[C:21]1[C:20]([CH3:22])=[CH:19][C:18]([OH:23])=[CH:17][C:16]=1[CH3:15] |f:2.3,5.6.7|. Reported procedure: (2-aminophenyl)methanol (4000 mg, 32.48 mmol) was dissolved in water (25 mL) with concentrated HCl (6 N, 7.00 mL, 42.2 mmol) and the solution was cooled in an ice/NaCl bath to −5° C., afterward sodium nitrite (2420 mg, 39 mmol) in 20 mL of water was added dropwise over 20 minutes. Solids precipitated out. The organic mixture/suspension was stirred at −5° C.->0° C. for 25 minutes. 5 mL CH3CN was added. The solution of 3,5-dimethylphenol (3970 mg, 32.5 mmol) in CH3CN (10 mL) was mixed with a solut... The reactants are Brc1cnc2[nH]ccc2c1, O=C([O-])[O-], CCCC[N+](CCCC)(CCCC)CCCC, Cn1cc(B2OC(C)(C)C(C)(C)O2)cn1, [I-], [K+], [K+], C1CCOC1, O, c1ccc(P(c2ccccc2)(c2ccccc2)[Pd](P(c2ccccc2)(c2ccccc2)c2ccccc2)(P(c2ccccc2)(c2ccccc2)c2ccccc2)P(c2ccccc2)(c2ccccc2)c2ccccc2)cc1. The product is Cn1cc(-c2cnc3[nH]ccc3c2)cn1. Reaction SMILES: [Br:1][c:2]1[cH:3][c:4]2[cH:5][cH:6][nH:7][c:8]2[n:9][cH:10]1.[C:31](=[O:32])([O-:33])[O-:34].[CH2:39]([N+:40]([CH2:41][CH2:42][CH2:43][CH3:44])([CH2:45][CH2:46][CH2:47][CH3:48])[CH2:49][CH2:50][CH2:51][CH3:52])[CH2:53][CH2:54][CH3:55].[CH3:16][n:17]1[n:18][cH:19][c:20]([B:22]2[O:23][C:24]([CH3:25])([CH3:26])[C:27]([CH3:28])([CH3:29])[O:30]2)[cH:21]1.[I-:38].[K+:35].[K+:36].[O:11]1[CH2:12][CH2:13][CH2:14][CH2:15]1.[OH2:37].[cH:56]1[cH:57][cH:58][c:59]([P:60]([Pd:61]([P:62]([c:63]2[cH:64][cH:65][cH:66][cH:67][cH:68]2)([c:69]2[cH:70][cH:71][cH:72][cH:73][cH:74]2)[c:75]2[cH:76][cH:77][cH:78][cH:79][cH:80]2)([P:81]([c:82]2[cH:83][cH:84][cH:85][cH:86][cH:87]2)([c:88]2[cH:89][cH:90][cH:91][cH:92][cH:93]2)[c:94]2[cH:95][cH:96][cH:97][cH:98][cH:99]2)[P:100]([c:101]2[cH:102][cH:103][cH:104][cH:105][cH:106]2)([c:107]2[cH:108][cH:109][cH:110][cH:111][cH:112]2)[c:113]2[cH:114][cH:115][cH:116][cH:117][cH:118]2)([c:119]2[cH:120][cH:121][cH:122][cH:123][cH:124]2)[c:125]2[cH:126][cH:127][cH:128][cH:129][cH:130]2)[cH:131][cH:132]1>>[c:2]1(-[c:20]2[cH:19][n:18][n:17]([CH3:16])[cH:21]2)[cH:3][c:4]2[cH:5][cH:6][nH:7][c:8]2[n:9][cH:10]1. Starting materials: C(C1=CC=CC=C1)SCC1=CC=CC=C1 (dibenzyl sulfide), C1(=CC=CC=C1)C(C(=O)O)=CC1=CC=CC=C1 (α-phenylcinnamic acid), SC(C(=O)O)C1=CC=CC=C1 (α-mercaptophenylacetic acid), ice, C(C1=CC=CC=C1)(=O)C(=O)OC (Methyl benzoylformate), [H-].[Na+] (sodium hydride), suspension, ice. Run in CN(C=O)C (N,N-dimethylformamide). Run at temperature 60 celsius, time 2 hour. Product: OC1=C(SC(=C1C1=CC=CC=C1)C1=CC=CC=C1)C1=CC=CC=C1 (3-Hydroxy-2,4,5-triphenylthiophene). Reaction SMILES: [CH2:1]([S:8][CH2:9][C:10]1[CH:15]=[CH:14][CH:13]=[CH:12][CH:11]=1)[C:2]1[CH:7]=[CH:6][CH:5]=[CH:4][CH:3]=1.[H-].[Na+].[C:18]([C:26](OC)=[O:27])(=O)[C:19]1[CH:24]=[CH:23][CH:22]=[CH:21][CH:20]=1.C1(C(=CC2C=CC=CC=2)C(O)=O)C=CC=CC=1.SC(C1C=CC=CC=1)C(O)=O>CN(C)C=O>[OH:27][C:26]1[C:18]([C:19]2[CH:24]=[CH:23][CH:22]=[CH:21][CH:20]=2)=[C:1]([C:2]2[CH:7]=[CH:6][CH:5]=[CH:4][CH:3]=2)[S:8][C:9]=1[C:10]1[CH:15]=[CH:14][CH:13]=[CH:12][CH:11]=1 |f:1.2|. Procedure details: To an ice cooled, stirred solution of dibenzyl sulfide (2.14 g, 0.01 m) in dried N,N-dimethylformamide was added sodium hydride (0.88 g, 0.022 mmol of a 60% suspension in mineral oil). The mixture was gradually heated to 60° C. (bath temperature), kept 2 hours and allowed to cool. Methyl benzoylformate (1.42 ml, 0.01 mmol) was then added and the mixture heated at 60° C. for 1 hour, cooled, added to a stirred ice-dilute hydrochloric acid-ether mixture, separated, the aqueous layer re-extracted 1 ... Reactants: COC(=O)C1N2N(CCC1)C(=C(C2=O)C2=CC=C(C=C2)F)C=2N(CN=CC2)S(=O)(=O)C (2-(4fluorophenyl)-1-(3-methanesulfonyl-pyrimidin-4-yl)-3-oxo-5,6, 7, 8-tetrahydro-3H-pyrazolo[1,2-a]pyridazine-5-carboxylic acid methyl ester), C[C@@H](C1=CC=CC=C1)N ((S)-(−)-α-methylbenzylamine). The solvent is Cl (HCl), C1(=CC=CC=C1)C (toluene). Conditions: temperature 100 celsius. Yields the product COC(=O)C1N2N(CCC1)C(=C(C2=O)C2=CC=C(C=C2)F)C2=NC(=NC=C2)N[C@@H](C)C2=CC=CC=C2 (2-(4-fluorophenyl)-3-oxo-1-[2-(1-(S)-phenylethylamino)pyrimidin-4-yl]-5,6,7,8-tetrahydro-3H-pyrazolo[1 ,2-a]pyridazine-5-carboxylic acid methyl ester). Yield: 66.0%. Reaction SMILES: [CH3:1][O:2][C:3]([CH:5]1[CH2:10][CH2:9][CH2:8][N:7]2[C:11]([C:22]3[N:23](S(C)(=O)=O)[CH2:24][N:25]=[CH:26][CH:27]=3)=[C:12]([C:15]3[CH:20]=[CH:19][C:18]([F:21])=[CH:17][CH:16]=3)[C:13](=[O:14])[N:6]12)=[O:4].[CH3:32][C@H:33]([NH2:40])[C:34]1[CH:39]=[CH:38][CH:37]=[CH:36][CH:35]=1>C1(C)C=CC=CC=1.Cl>[CH3:1][O:2][C:3]([CH:5]1[CH2:10][CH2:9][CH2:8][N:7]2[C:11]([C:22]3[CH:27]=[CH:26][N:25]=[C:24]([NH:40][C@H:33]([C:34]4[CH:39]=[CH:38][CH:37]=[CH:36][CH:35]=4)[CH3:32])[N:23]=3)=[C:12]([C:15]3[CH:20]=[CH:19][C:18]([F:21])=[CH:17][CH:16]=3)[C:13](=[O:14])[N:6]12)=[O:4]. Procedure details: To a solution of 2-(4fluorophenyl)-1-(3-methanesulfonyl-pyrimidin-4-yl)-3-oxo-5,6, 7, 8-tetrahydro-3H-pyrazolo[1,2-a]pyridazine-5-carboxylic acid methyl ester, 21, (0.10 g, 0.22 mmol) in toluene (1.4 mL) is added (S)-(−)-α-methylbenzylamine (1.4 mL, 1.12 mmol). The reaction solution is heated to 100° C. for 4 hours after which the reaction is cooled and diluted with 1 N HCl. The resulting solution is extracted with ethyl acetate (3×25 mL), the organic layers are combined, dried, and concentrated...